This data is from the Open Reaction Database (ORD), a public repository of structured organic reaction records. The task is: describe an organic reaction: reactants, conditions, products, and yield Reactants: C[C@H]1[C@@H](CCCC1)C(C)O (trans-1-(2-methylcyclohexyl)-1-ethanol), [Cr](=O)(=O)(O)O (chromic acid). Run in CCOCC (ether). Conditions: temperature 10 celsius, time 1 hour. Yields the product CC(=O)C1C(CCCC1)C (2-Methylcyclohexyl Methyl Ketone). Reaction SMILES: [CH3:1][C@@H:2]1[CH2:7][CH2:6][CH2:5][CH2:4][C@H:3]1[CH:8]([OH:10])[CH3:9].[Cr](O)(O)(=O)=O>CCOCC>[CH3:9][C:8]([CH:3]1[CH2:4][CH2:5][CH2:6][CH2:7][CH:2]1[CH3:1])=[O:10]. Procedure: A solution of 13.2 g. (0.0928 moles) cis/trans-1-(2-methylcyclohexyl)-1-ethanol in 50 ml. of ether was chilled in an ice bath and 50 ml. 2 N chromic acid solution (BROWN GARG-Reagent) was added dropwise, with stirring, at such a rate as to maintain the temperature at about 10° C. After the addition was complete, the ice bath was removed and the stirring was continued at ambient temperature for one hour. Reactants: FC(C(=O)O)(F)F (Trifluoroacetic acid), ClC1=C(C(=CC=C1)C(F)(F)F)CN1C[C@@]([C@@H](C1)C)(C(NC1CCN(CC1)CC1=CCCCC1)=O)CC(=O)OC(C)(C)C (tert-Butyl 2-[(3R*,4S*)-1-{[2-chloro-6-(trifluoromethyl)phenyl]methyl}-3-{[1-(cyclohex-1-en-1-ylmethyl)piperidin-4-yl]carbamoyl}-4-methylpyrrolidin-3-yl]acetate). Solvent: ClCCl (dichloromethane). Reaction conditions: time 2 hour. The product is ClC1=C(C(=CC=C1)C(F)(F)F)CN1C[C@@]([C@@H](C1)C)(C(NC1CCN(CC1)CC1=CCCCC1)=O)CC(=O)O (2-[(3R*,4S*)-1-{[2-Chloro-6-(trifluoromethyl)phenyl]methyl}-3-{[1-(cyclohex-1-en-1-ylmethyl)piperidin-4-yl]carbamoyl}-4-methylpyrrolidin-3-yl]acetic acid). The yield is 67.0%. RXN SMILES: FC(F)(F)C(O)=O.[Cl:8][C:9]1[CH:14]=[CH:13][CH:12]=[C:11]([C:15]([F:18])([F:17])[F:16])[C:10]=1[CH2:19][N:20]1[CH2:24][C@@H:23]([CH3:25])[C@@:22]([CH2:42][C:43]([O:45]C(C)(C)C)=[O:44])([C:26](=[O:41])[NH:27][CH:28]2[CH2:33][CH2:32][N:31]([CH2:34][C:35]3[CH2:40][CH2:39][CH2:38][CH2:37][CH:36]=3)[CH2:30][CH2:29]2)[CH2:21]1>ClCCl>[Cl:8][C:9]1[CH:14]=[CH:13][CH:12]=[C:11]([C:15]([F:16])([F:18])[F:17])[C:10]=1[CH2:19][N:20]1[CH2:24][C@@H:23]([CH3:25])[C@@:22]([CH2:42][C:43]([OH:45])=[O:44])([C:26](=[O:41])[NH:27][CH:28]2[CH2:33][CH2:32][N:31]([CH2:34][C:35]3[CH2:40][CH2:39][CH2:38][CH2:37][CH:36]=3)[CH2:30][CH2:29]2)[CH2:21]1. Procedure details: Trifluoroacetic acid (1.5 ml, 20.3 mmol) was added to a solution of tert-butyl 2-[(3R*,4S*)-1-{[2-chloro-6-(trifluoromethyl)phenyl]methyl}-3-{[1-(cyclohex-1-en-1-ylmethyl)piperidin-4-yl]carbamoyl}-4-methylpyrrolidin-3-yl]acetate obtained in Example 4i (353 mg, 0.577 mmol) in dichloromethane (400 μl), which was stirred at mom temperature for two hours. The reaction mixture was concentrated under reduced pressure and purified by ODS column chromatography (elution solvent: methanol/water) to give t...